From a dataset of the Open Reaction Database (ORD), a public repository of structured organic reaction records. describe an organic reaction: reactants, conditions, products, and yield RXN SMILES: [NH:1]1[CH:5]=[CH:4][C:3]([C:6]2[CH:11]=[CH:10][C:9]([C:12]([N:14]3[C:20]4[CH:21]=[CH:22][CH:23]=[CH:24][C:19]=4[CH2:18][N:17]4[CH:25]=[CH:26][CH:27]=[C:16]4[CH2:15]3)=[O:13])=[CH:8][CH:7]=2)=[N:2]1.[H-].[Na+].I[CH2:31][CH2:32][CH3:33]>CN(C)C=O>[CH2:31]([N:1]1[CH:5]=[CH:4][C:3]([C:6]2[CH:11]=[CH:10][C:9]([C:12]([N:14]3[C:20]4[CH:21]=[CH:22][CH:23]=[CH:24][C:19]=4[CH2:18][N:17]4[CH:25]=[CH:26][CH:27]=[C:16]4[CH2:15]3)=[O:13])=[CH:8][CH:7]=2)=[N:2]1)[CH2:32][CH3:33] |f:1.2|. Product: C(CC)N1N=C(C=C1)C1=CC=C(C=C1)C(=O)N1CC=2N(CC3=C1C=CC=C3)C=CC2 ([4-(1-Propyl-1H-pyrazol-3-yl)-phenyl]-(5H,11H-pyrrolo[2,1-c][1,4]-benzodiazepin-10-yl)-methanone). Procedure: In the manner of Example 25, employing [4-(1H-pyrazol-3-yl)-phenyl]-(5H,11H-pyrrolo[2,1-c][1,4]benzodiazepin-10-yl)-methanone (0.98 g), 60% sodium hydride in oil (0.30 g), dimethylformamide (25 ml), and 1-iodopropane (0.60 g), the title compound (0.32 g) was obtained as a crystalline solid, m.p. 159-161° C. Run in oil, CN(C=O)C (dimethylformamide). Reactants: N1N=C(C=C1)C1=CC=C(C=C1)C(=O)N1CC=2N(CC3=C1C=CC=C3)C=CC2 ([4-(1H-pyrazol-3-yl)-phenyl]-(5H,11H-pyrrolo[2,1-c][1,4]benzodiazepin-10-yl)-methanone), [H-].[Na+] (sodium hydride), ICCC (1-iodopropane). Yield: 29.2%. The reactants are C(CC(=O)OCC)(=O)OCC (diethyl malonate), [Na] (Sodium), C(CCCCCCC)C1=CC=C(C=C1)CCI (2-(4-octylphenyl)ethyl iodide). The solvent is C(C)O (ethanol). Run at temperature 40 celsius, time 3 minute. The product is C(C)OC(=O)C(C(=O)OCC)CCC1=CC=C(C=C1)CCCCCCCC (Ethyl 2-ethoxycarbonyl-4-(4-octylphenyl)butyrate). The yield is 65.9%. RXN SMILES: [Na].[C:2]([O:10][CH2:11][CH3:12])(=[O:9])[CH2:3][C:4]([O:6][CH2:7][CH3:8])=[O:5].[CH2:13]([C:21]1[CH:26]=[CH:25][C:24]([CH2:27][CH2:28]I)=[CH:23][CH:22]=1)[CH2:14][CH2:15][CH2:16][CH2:17][CH2:18][CH2:19][CH3:20]>C(O)C>[CH2:11]([O:10][C:2]([CH:3]([CH2:28][CH2:27][C:24]1[CH:23]=[CH:22][C:21]([CH2:13][CH2:14][CH2:15][CH2:16][CH2:17][CH2:18][CH2:19][CH3:20])=[CH:26][CH:25]=1)[C:4]([O:6][CH2:7][CH3:8])=[O:5])=[O:9])[CH3:12] |^1:0|. Procedure: Sodium (2.67 g) was dissolved in absolute ethanol (100 ml) and diethyl malonate (18.6 g) was dropwise added thereto at 27-30° C. for 3 minutes. The mixture was stirred at 40° C. for 40 minutes and 2-(4-octylphenyl)ethyl iodide (40 g) was dropwise added to the reaction mixture at 44-45° C. over 10 minutes. The mixture was refluxed at 50° C. for 1 hour and stirred under heating for 1.5 hours. The reaction mixture was cooled and the solvent was distilled away under reduced pressure. Water was added...